From a dataset of the Open Reaction Database (ORD), a public repository of structured organic reaction records. describe an organic reaction: reactants, conditions, products, and yield The reactants are CNC (dimethylamine), Cl (HCl), C[Al](C)C (trimethylaluminum), FC1=CC=C(CN2C(C3=C(C(NC(=C3CC2)C(=O)OC)=O)O)=O)C=C1 (Methyl 6-(4-fluorobenzyl)-4-hydroxy-3,5-dioxo-2,3,5,6,7,8-hexahydro-2,6-naphthyridine-1-carboxylate). The solvent is C1CCOC1 (THF), C(Cl)Cl (CH2Cl2). Reaction conditions: time 30 minute. Product: FC1=CC=C(CN2C(C3=C(C(NC(=C3CC2)C(=O)N(C)C)=O)O)=O)C=C1 (6-(4-Fluorobenzyl)-4-hydroxy-N,N-dimethyl-3,5-dioxo-2,3,5,6,7,8-hexahydro-2,6-naphthyridine-1-carboxamide). As a reaction SMILES: [CH3:1][NH:2][CH3:3].C[Al](C)C.[F:8][C:9]1[CH:32]=[CH:31][C:12]([CH2:13][N:14]2[CH2:23][CH2:22][C:21]3[C:16](=[C:17]([OH:29])[C:18](=[O:28])[NH:19][C:20]=3[C:24]([O:26]C)=O)[C:15]2=[O:30])=[CH:11][CH:10]=1.Cl>C1COCC1.C(Cl)Cl>[F:8][C:9]1[CH:10]=[CH:11][C:12]([CH2:13][N:14]2[CH2:23][CH2:22][C:21]3[C:16](=[C:17]([OH:29])[C:18](=[O:28])[NH:19][C:20]=3[C:24]([N:2]([CH3:3])[CH3:1])=[O:26])[C:15]2=[O:30])=[CH:31][CH:32]=1. Procedure details: To a cooled (−10° C.) solution of dimethylamine (2M in THF, 0.002 g, 0.035 mmol) was slowly added trimethylaluminum (2M in toluene, 0.002 g, 0.035 mmol) and stirred for 30 minutes at room temperature. The reaction mixture was cooled to −10° C. and methyl 6-(4-fluorobenzyl)-4-hydroxy-3,5-dioxo-2,3,5,6,7,8-hexahydro-2,6-naphthyridine-1-carboxylate (0.004 g, 0.012 mmol, Example 1, Step 8) in THF (5 mL) was added. The reaction stirred at room temperature for 2 hours, then transferred via syringe to ...